This data is from the Open Reaction Database (ORD), a public repository of structured organic reaction records. The task is: describe an organic reaction: reactants, conditions, products, and yield The reactants are BrCc1ccccc1, O=[N+]([O-])c1cc(O)cc(Br)c1, CC(C)=O, [K+], [K+], O=C([O-])[O-], O. Yields the product O=[N+]([O-])c1cc(Br)cc(OCc2ccccc2)c1. RXN SMILES: [Br:18][CH2:19][c:20]1[cH:21][cH:22][cH:23][cH:24][cH:25]1.[Br:1][c:2]1[cH:3][c:4]([OH:11])[cH:5][c:6]([N+:8](=[O:9])[O-:10])[cH:7]1.[CH3:26][C:27](=[O:28])[CH3:29].[K+:12].[K+:13].[O-:14][C:15]([O-:16])=[O:17].[OH2:30]>>[Br:1][c:2]1[cH:3][c:4]([O:11][CH2:19][c:20]2[cH:21][cH:22][cH:23][cH:24][cH:25]2)[cH:5][c:6]([N+:8](=[O:9])[O-:10])[cH:7]1. Reactants: COC(=O)C(OC1CCC2CCC1(c1ccccc1)N2Cc1ccccc1)c1cc(C(F)(F)F)cc(C(F)(F)F)c1, CCOC(C)=O, CC(=O)O, [OH-], [OH-], [Pd+2]. Product: COC(=O)C(OC1CCC2CCC1(c1ccccc1)N2)c1cc(C(F)(F)F)cc(C(F)(F)F)c1. RXN SMILES: [CH2:1]([c:2]1[cH:3][cH:4][cH:5][cH:6][cH:7]1)[N:8]1[C:9]2([c:36]3[cH:37][cH:38][cH:39][cH:40][cH:41]3)[CH:10]([O:16][CH:17]([c:18]3[cH:19][c:20]([C:28]([F:29])([F:30])[F:31])[cH:21][c:22]([C:24]([F:25])([F:26])[F:27])[cH:23]3)[C:32](=[O:33])[O:34][CH3:35])[CH2:11][CH2:12][CH:13]1[CH2:14][CH2:15]2.[CH3:42][CH2:43][O:44][C:45](=[O:46])[CH3:47].[CH3:48][C:49](=[O:50])[OH:51].[OH-:52].[OH-:54].[Pd+2:53]>>[NH:8]1[C:9]2([c:36]3[cH:37][cH:38][cH:39][cH:40][cH:41]3)[CH:10]([O:16][CH:17]([c:18]3[cH:19][c:20]([C:28]([F:29])([F:30])[F:31])[cH:21][c:22]([C:24]([F:25])([F:26])[F:27])[cH:23]3)[C:32](=[O:33])[O:34][CH3:35])[CH2:11][CH2:12][CH:13]1[CH2:14][CH2:15]2. The reactants are FC1=CC=C(C=C1)NC(=O)C1=NC=CC=C1 (N-(4-fluorophenyl)-2-pyridinecarboxamide), COC=1C=CC(=CC1)P2(=S)SP(=S)(S2)C=3C=CC(=CC3)OC (Lawesson's reagent). Solvent: C1(=CC=CC=C1)C (toluene). Yields the product FC1=CC=C(C=C1)NC(=S)C1=NC=CC=C1 (N-(4-fluorophenyl)-2-pyridinecarbothioamide). Yield: 53.6%. RXN SMILES: [F:1][C:2]1[CH:7]=[CH:6][C:5]([NH:8][C:9]([C:11]2[CH:16]=[CH:15][CH:14]=[CH:13][N:12]=2)=O)=[CH:4][CH:3]=1.COC1C=CC(P2(SP(C3C=CC(OC)=CC=3)(=S)S2)=[S:26])=CC=1>C1(C)C=CC=CC=1>[F:1][C:2]1[CH:7]=[CH:6][C:5]([NH:8][C:9]([C:11]2[CH:16]=[CH:15][CH:14]=[CH:13][N:12]=2)=[S:26])=[CH:4][CH:3]=1. Reported procedure: N-(4-fluorophenyl)-2-pyridinecarboxamide (11.47 g, 53.0 mmol) and Lawesson's reagent (25.75 g, 63.7 mmol) were refluxed in toluene for 6.5 hours, preadsorbed onto silica gel, and flash chromatographed (500 g of silica gel eluted with 15% ethyl acetate in petroleum ether) affording N-(4-fluorophenyl)-2-pyridinecarbothioamide as a yellow solid (6.60 g, 54%) m.p. 82°-85° C. The reactants are CC(C)O, COc1ccc(Cn2c(Cl)nc3ccccc32)cc1, Nc1ccc(Oc2ncccc2C2CCOCC2)cc1. Yields the product COc1ccc(Cn2c(Nc3ccc(Oc4ncccc4C4CCOCC4)cc3)nc3ccccc32)cc1. Reaction SMILES: [CH:40]([OH:41])([CH3:42])[CH3:43].[Cl:21][c:22]1[n:23][c:24]2[c:25]([n:26]1[CH2:27][c:28]1[cH:29][cH:30][c:31]([O:34][CH3:35])[cH:32][cH:33]1)[cH:36][cH:37][cH:38][cH:39]2.[O:1]1[CH2:2][CH2:3][CH:4]([c:7]2[c:8]([O:13][c:14]3[cH:15][cH:16][c:17]([NH2:18])[cH:19][cH:20]3)[n:9][cH:10][cH:11][cH:12]2)[CH2:5][CH2:6]1>>[O:1]1[CH2:2][CH2:3][CH:4]([c:7]2[c:8]([O:13][c:14]3[cH:15][cH:16][c:17]([NH:18][c:22]4[n:23][c:24]5[c:25]([n:26]4[CH2:27][c:28]4[cH:29][cH:30][c:31]([O:34][CH3:35])[cH:32][cH:33]4)[cH:36][cH:37][cH:38][cH:39]5)[cH:19][cH:20]3)[n:9][cH:10][cH:11][cH:12]2)[CH2:5][CH2:6]1. The reactants are CC(C)(C)O, CC(=O)[O-], Cc1ccccc1, C[Si](C)(C)CCOCn1ccc2c(-c3cnc(C(=CC#N)C4CCCC4)o3)ncnc21. Product: C[Si](C)(C)CCOCn1ccc2c(-c3cnc(C(CC#N)C4CCCC4)o3)ncnc21. As a reaction SMILES: [C:36]([OH:37])([CH3:38])([CH3:39])[CH3:40].[CH3:1][C:2](=[O:3])[O-:4].[CH3:41][c:42]1[cH:43][cH:44][cH:45][cH:46][cH:47]1.[CH:5]1([C:10](=[CH:11][C:12]#[N:13])[c:14]2[o:15][c:16](-[c:19]3[c:20]4[c:21]([n:22][cH:23][n:24]3)[n:25]([CH2:28][O:29][CH2:30][CH2:31][Si:32]([CH3:33])([CH3:34])[CH3:35])[cH:26][cH:27]4)[cH:17][n:18]2)[CH2:6][CH2:7][CH2:8][CH2:9]1>>[CH:5]1([CH:10]([CH2:11][C:12]#[N:13])[c:14]2[o:15][c:16](-[c:19]3[c:20]4[c:21]([n:22][cH:23][n:24]3)[n:25]([CH2:28][O:29][CH2:30][CH2:31][Si:32]([CH3:33])([CH3:34])[CH3:35])[cH:26][cH:27]4)[cH:17][n:18]2)[CH2:6][CH2:7][CH2:8][CH2:9]1. The reactants are FC(C(=O)O)(F)F (Trifluoroacetic acid), C(C)(C)(C)OC(=O)N(C1=C(C=CC=C1)C1=CC(=C(C(=O)OC)C=C1)[N+](=O)[O-])CC (methyl 4-(2-((tert-butoxycarbonyl)(ethyl)amino)phenyl)-2-nitrobenzoate). Run in C(Cl)Cl (methylene chloride). Run at time 1 hour. The product is C(C)NC1=C(C=CC=C1)C1=CC(=C(C(=O)OC)C=C1)[N+](=O)[O-] (methyl 4-(2-(ethylamino)phenyl)-2-nitrobenzoate). The yield is 92.3%. As a reaction SMILES: FC(F)(F)C(O)=O.C(OC([N:15]([CH2:35][CH3:36])[C:16]1[CH:21]=[CH:20][CH:19]=[CH:18][C:17]=1[C:22]1[CH:31]=[CH:30][C:25]([C:26]([O:28][CH3:29])=[O:27])=[C:24]([N+:32]([O-:34])=[O:33])[CH:23]=1)=O)(C)(C)C>C(Cl)Cl>[CH2:35]([NH:15][C:16]1[CH:21]=[CH:20][CH:19]=[CH:18][C:17]=1[C:22]1[CH:31]=[CH:30][C:25]([C:26]([O:28][CH3:29])=[O:27])=[C:24]([N+:32]([O-:34])=[O:33])[CH:23]=1)[CH3:36]. Reported procedure: Trifluoroacetic acid (4.5 mL) was added to a methylene chloride (2.0 mL) solution of methyl 4-(2-((tert-butoxycarbonyl)(ethyl)amino)phenyl)-2-nitrobenzoate (0.39 g) at room temperature, followed by stirring at the same temperature for 1 hour. The solvent was evaporated under reduced pressure, and ethyl acetate and a saturated aqueous solution of sodium bicarbonate were added to the residue. The organic layer was separated, washed with a saturated aqueous solution of sodium chloride, and dried ov...